From a dataset of the Open Reaction Database (ORD), a public repository of structured organic reaction records. describe an organic reaction: reactants, conditions, products, and yield The reactants are C(C)(C)C=1C(NC(NC1C(C1=CC(=CC(=C1)C)C)=O)=O)=O (5-Isopropyl-6-(3,5-dimethylbenzoyl)-2,4-pyrimidinedione), C1(C=CCC1)CCBr (2-(cyclopent-2-en-1-yl)ethyl bromide). The product is C1(C=CCC1)CCN1C(NC(C(=C1C(C1=CC(=CC(=C1)C)C)=O)C(C)C)=O)=O (1-[2-(Cyclopent-2-en-1-yl)ethyl]-5-isopropyl-6-(3,5-dimethylbenzoyl)-2,4-pyrimidinedione). The yield is 32.3%. Reaction SMILES: [CH:1]([C:4]1[C:5](=[O:21])[NH:6][C:7](=[O:20])[NH:8][C:9]=1[C:10](=[O:19])[C:11]1[CH:16]=[C:15]([CH3:17])[CH:14]=[C:13]([CH3:18])[CH:12]=1)([CH3:3])[CH3:2].[CH:22]1([CH2:27][CH2:28]Br)[CH2:26][CH2:25][CH:24]=[CH:23]1>>[CH:22]1([CH2:27][CH2:28][N:8]2[C:9]([C:10](=[O:19])[C:11]3[CH:12]=[C:13]([CH3:18])[CH:14]=[C:15]([CH3:17])[CH:16]=3)=[C:4]([CH:1]([CH3:3])[CH3:2])[C:5](=[O:21])[NH:6][C:7]2=[O:20])[CH2:26][CH2:25][CH:24]=[CH:23]1. Procedure: 5-Isopropyl-6-(3,5-dimethylbenzoyl)-2,4-pyrimidinedione and 2-(cyclopent-2-en-1-yl)ethyl bromide were reacted by the same method with example 40 to obtain the titled compound (123 mg). Starting materials: BrBr (Bromine), COC(=O)C=1C=C2C(=NC1C(=O)OC)SC=C2 (dimethylthieno[2,3-b]pyridine-5,6-dicarboxylate), BrBr (bromine), C(C)(=O)[O-].[Na+] (sodium acetate), C(C)(=O)[O-].[Na+] (sodium acetate). Run in C(C)(=O)O (acetic acid), C(C)(=O)O (acetic acid), O (water), C(C)(=O)O (acetic acid). Conditions: temperature 75 celsius, time 6 hour. Yields the product BrC1=CSC2=NC(=C(C=C21)C(=O)OC)C(=O)OC (dimethyl 3-bromothieno[2,3-b]pyridine-5,6-dicarboxylate). RXN SMILES: [Br:1]Br.[CH3:3][O:4][C:5]([C:7]1[CH:8]=[C:9]2[CH:19]=[CH:18][S:17][C:10]2=[N:11][C:12]=1[C:13]([O:15][CH3:16])=[O:14])=[O:6].C([O-])(=O)C.[Na+]>C(O)(=O)C.O>[Br:1][C:19]1[C:9]2[C:10](=[N:11][C:12]([C:13]([O:15][CH3:16])=[O:14])=[C:7]([C:5]([O:4][CH3:3])=[O:6])[CH:8]=2)[S:17][CH:18]=1 |f:2.3|. Reported procedure: Bromine (0.33 , 0.00206 mol) in acetic acid (8 mL) is added to a stirred solution of dimethylthieno[2,3-b]pyridine-5,6-dicarboxylate (0.5 g, 0.00187 mol) in acetic acid containing sodium acetate (0.31 g, 0.00377 mol) at 40° C. The reaction mixture is heated at 75° C. for 18 hours. Evaluation of the mixture by tlc (silica gel) indicated incomplete reaction. Additional bromine (0.33 g) in acetic acid and sodium acetate (0.31 g) is added and heating at 75° C. continued for six hours. The reaction m... Reactants: COC1=CC=C(C=N1)C1=CCC(CC1)N1CC(C1)NC(=O)CNC(C1=CC(=CC=C1)C(F)(F)F)=O (N-({1-[4-(6-Methoxy-pyridin-3-yl)-cyclohex-3-enyl]-azetidin-3-ylcarbamoyl}-methyl)-3-trifluoromethyl-benzamide). Reagents/catalysts: [Pd] (Pd/C). The solvent is CO (MeOH). The product is COC1=CC=C(C=N1)C1CCC(CC1)N1CC(C1)NC(=O)CNC(C1=CC(=CC=C1)C(F)(F)F)=O (N-({1-[4-(6-Methoxy-pyridin-3-yl)-cyclohexyl]-azetidin-3-ylcarbamoyl}-methyl)-3-trifluoromethyl-benzamide). As a reaction SMILES: [CH3:1][O:2][C:3]1[N:8]=[CH:7][C:6]([C:9]2[CH2:14][CH2:13][CH:12]([N:15]3[CH2:18][CH:17]([NH:19][C:20]([CH2:22][NH:23][C:24](=[O:35])[C:25]4[CH:30]=[CH:29][CH:28]=[C:27]([C:31]([F:34])([F:33])[F:32])[CH:26]=4)=[O:21])[CH2:16]3)[CH2:11][CH:10]=2)=[CH:5][CH:4]=1>CO.[Pd]>[CH3:1][O:2][C:3]1[N:8]=[CH:7][C:6]([CH:9]2[CH2:14][CH2:13][CH:12]([N:15]3[CH2:16][CH:17]([NH:19][C:20]([CH2:22][NH:23][C:24](=[O:35])[C:25]4[CH:30]=[CH:29][CH:28]=[C:27]([C:31]([F:34])([F:32])[F:33])[CH:26]=4)=[O:21])[CH2:18]3)[CH2:11][CH2:10]2)=[CH:5][CH:4]=1. Reported procedure: N-({1-[4-(6-Methoxy-pyridin-3-yl)-cyclohex-3-enyl]-azetidin-3-ylcarbamoyl}-methyl)-3-trifluoromethyl-benzamide (as prepared in the previous step, 500 mg, 1.02 mmol) from step B in MeOH (40 mL) was driven through an H-Cube® Continuous-flow Hydrogenation reactor (ThalesNano, Budapest, Hungary) under full hydrogen mode at room temperature using a 5% Pd/C cartridge. The resulting solution was concentrated and purified by silica gel column on a CombiFlash® system using ethyl acetate and 7N NH3 in MeO... Starting materials: C(C)OC(=O)C=1NN=C(C1)COC1=CC=CC=C1 (5-phenoxymethyl-2H-pyrazole-3-carboxylic acid ethyl ester), CC1(N([C@H](CO1)CO)C(=O)OC(C)(C)C)C ((S)-1-boc-2,2-dimethyl-4-hydroxymethyl-oxazolidine), C(C)(C)(C)OC(=O)N1C(OC[C@H]1CN1N=C(C=C1C(=O)OCC)COC1=CC=CC=C1)(C)C ((R)-4-(5-ethoxycarbonyl-3-phenoxymethyl-pyrazol-1-ylmethyl)-2,2-dimethyl-oxazolidine-3-carboxylic acid tert-butyl ester). Yields the product C(C)(C)(C)OC(=O)N1C(OC[C@@H]1CN1N=C(C=C1C(=O)OCC)COC1=CC=CC=C1)(C)C ((S)-4-(5-Ethoxycarbonyl-3-phenoxymethyl-pyrazol-1-ylmethyl)-2,2-dimethyl-oxazolidine-3-carboxylic acid tert-butyl ester). As a reaction SMILES: C(OC(C1NN=C(COC2C=CC=CC=2)C=1)=O)C.CC1(C)OC[C@H](CO)N1C(OC(C)(C)C)=O.[C:35]([O:39][C:40]([N:42]1[C@H:46]([CH2:47][N:48]2[C:52]([C:53]([O:55][CH2:56][CH3:57])=[O:54])=[CH:51][C:50]([CH2:58][O:59][C:60]3[CH:65]=[CH:64][CH:63]=[CH:62][CH:61]=3)=[N:49]2)[CH2:45][O:44][C:43]1([CH3:67])[CH3:66])=[O:41])([CH3:38])([CH3:37])[CH3:36]>>[C:35]([O:39][C:40]([N:42]1[C@@H:46]([CH2:47][N:48]2[C:52]([C:53]([O:55][CH2:56][CH3:57])=[O:54])=[CH:51][C:50]([CH2:58][O:59][C:60]3[CH:61]=[CH:62][CH:63]=[CH:64][CH:65]=3)=[N:49]2)[CH2:45][O:44][C:43]1([CH3:66])[CH3:67])=[O:41])([CH3:36])([CH3:37])[CH3:38]. Procedure details: The compound was prepared from 5-phenoxymethyl-2H-pyrazole-3-carboxylic acid ethyl ester and (S)-1-boc-2,2-dimethyl-4-hydroxymethyl-oxazolidine using the method described in the preceding example 29 (R)-4-(5-ethoxycarbonyl-3-phenoxymethyl-pyrazol-1-ylmethyl)-2,2-dimethyl-oxazolidine-3-carboxylic acid tert-butyl ester. The reactants are C1(=CC=CC=C1)C(CC(CCC=C)=O)=O (1-phenylhept-6-ene-1,3-dione), O.NN (hydrazine hydrate). The solvent is C(C)O (ethanol). The product is C(CC=C)C1=CC(=NN1)C1=CC=CC=C1 (5-(But-3-enyl)-3-phenyl-1H-pyrazole). As a reaction SMILES: [C:1]1([C:7](=O)[CH2:8][C:9](=O)[CH2:10][CH2:11][CH:12]=[CH2:13])[CH:6]=[CH:5][CH:4]=[CH:3][CH:2]=1.O.[NH2:17][NH2:18]>C(O)C>[CH2:10]([C:9]1[NH:18][N:17]=[C:7]([C:1]2[CH:6]=[CH:5][CH:4]=[CH:3][CH:2]=2)[CH:8]=1)[CH2:11][CH:12]=[CH2:13] |f:1.2|. Procedure details: To a solution of 1-phenylhept-6-ene-1,3-dione (3 g, 14.83 mmol) in ethanol (50 mL) was added hydrazine hydrate (2.228 g, 44.5 mmol) at room temperature. The reaction was refluxed for 10 h, cooled to room temperature and concentrated under reduced pressure. The residue was extracted with ethyl acetate. The organic extract was dried over MgSO4 and concentrated under reduced pressure to give the title compound without further purification. LCMS m/z=199.3 [M+H]+; 1H NMR (400 MHz, DMSO-d6) δ ppm 2.65...